Dataset: the Open Reaction Database (ORD), a public repository of structured organic reaction records. Task: describe an organic reaction: reactants, conditions, products, and yield The reactants are COC(=O)CCc1ccccc1-c1ccc(CC23CCCCN2C(=O)N(c2cc(Cl)cc(Cl)c2)C3=O)cc1, CO, [Na+], [OH-], O. Product: O=C(O)CCc1ccccc1-c1ccc(CC23CCCCN2C(=O)N(c2cc(Cl)cc(Cl)c2)C3=O)cc1. Reaction SMILES: [CH3:3][O:4][C:5](=[O:6])[CH2:7][CH2:8][c:9]1[c:10](-[c:15]2[cH:16][cH:17][c:18]([CH2:19][C:20]34[CH2:21][CH2:22][CH2:23][CH2:24][N:25]3[C:26](=[O:38])[N:27]([c:30]3[cH:31][c:32]([Cl:37])[cH:33][c:34]([Cl:36])[cH:35]3)[C:28]4=[O:29])[cH:39][cH:40]2)[cH:11][cH:12][cH:13][cH:14]1.[CH3:41][OH:42].[Na+:2].[OH-:1].[OH2:43]>>[O:4]=[C:5]([OH:6])[CH2:7][CH2:8][c:9]1[c:10](-[c:15]2[cH:16][cH:17][c:18]([CH2:19][C:20]34[CH2:21][CH2:22][CH2:23][CH2:24][N:25]3[C:26](=[O:38])[N:27]([c:30]3[cH:31][c:32]([Cl:37])[cH:33][c:34]([Cl:36])[cH:35]3)[C:28]4=[O:29])[cH:39][cH:40]2)[cH:11][cH:12][cH:13][cH:14]1. Reactants: CC(C1=CC=C(C=C1)C)NN (α-methyl-4-methylbenzylhydrazine), C(C)OC(C(C(=O)C)C)=O (α-methylacetoacetic acid ethyl ester). Run in C(C)O (ethanol), C(C)O (ethanol). The product is CC=1NN(C(C1C)=O)C(C1=CC=C(C=C1)C)C (3,4-dimethyl-1-(α,4-dimethylbenzyl)-pyrazol-5-one). As a reaction SMILES: [CH3:1][CH:2]([NH:10][NH2:11])[C:3]1[CH:8]=[CH:7][C:6]([CH3:9])=[CH:5][CH:4]=1.C([O:14][C:15](=O)[CH:16]([CH3:20])[C:17]([CH3:19])=O)C>C(O)C>[CH3:19][C:17]1[NH:11][N:10]([CH:2]([CH3:1])[C:3]2[CH:8]=[CH:7][C:6]([CH3:9])=[CH:5][CH:4]=2)[C:15](=[O:14])[C:16]=1[CH3:20]. Procedure: 30 g of α-methyl-4-methylbenzylhydrazine in ethanol were added to a solution of 28.8 g (0.2 mol) of α-methylacetoacetic acid ethyl ester in 40 ml of ethanol under N2 gas; during the addition, the temperature rose to 70°C. After completion of the addition, the reaction mixture was heated for 2 hours under reflux. Starting materials: C(C)OC(CC=1C=C(C(=CC1)OC)C1=C(C=C(C=C1)C(F)(F)F)CN(C(OC1=CC=CC=C1)=NC#N)CC)=O ([2′-(3-cyano-1-ethyl-2-phenyl-isoureidomethyl)-6-methoxy-4′-trifluoromethyl-biphenyl-3-yl]-acetic acid ethyl ester), NCC1=NC=CC=C1 (2-(aminomethyl)pyridine). The product is C(C)OC(CC=1C=C(C(=CC1)OC)C1=C(C=C(C=C1)C(F)(F)F)CN(C(=NC#N)NCC1=NC=CC=C1)CC)=O ([2′-(N′-Cyano-N-ethyl-N″-pyridin-2-ylmethyl-guanidinomethyl)-6-methoxy-4′-trifluoromethyl-biphenyl-3-yl]-acetic acid ethyl ester). As a reaction SMILES: [CH2:1]([O:3][C:4](=[O:39])[CH2:5][C:6]1[CH:7]=[C:8]([C:14]2[CH:19]=[CH:18][C:17]([C:20]([F:23])([F:22])[F:21])=[CH:16][C:15]=2[CH2:24][N:25]([CH2:37][CH3:38])[C:26](=[N:34][C:35]#[N:36])OC2C=CC=CC=2)[C:9]([O:12][CH3:13])=[CH:10][CH:11]=1)[CH3:2].[NH2:40][CH2:41][C:42]1[CH:47]=[CH:46][CH:45]=[CH:44][N:43]=1>>[CH2:1]([O:3][C:4](=[O:39])[CH2:5][C:6]1[CH:7]=[C:8]([C:14]2[CH:19]=[CH:18][C:17]([C:20]([F:23])([F:21])[F:22])=[CH:16][C:15]=2[CH2:24][N:25]([CH2:37][CH3:38])[C:26]([NH:40][CH2:41][C:42]2[CH:47]=[CH:46][CH:45]=[CH:44][N:43]=2)=[N:34][C:35]#[N:36])[C:9]([O:12][CH3:13])=[CH:10][CH:11]=1)[CH3:2]. Reported procedure: Prepared according to the procedure described in Example 33, Step 6, using the following starting materials: [2′-(3-cyano-1-ethyl-2-phenyl-isoureidomethyl)-6-methoxy-4′-trifluoromethyl-biphenyl-3-yl]-acetic acid ethyl ester and 2-(aminomethyl)pyridine. Starting materials: [Na+], [OH-], CCOC(=O)Cn1nnnc1-c1ccc(N2CCC(NCC(O)c3ccc(O)c(NS(C)(=O)=O)c3)CC2)cc1. Product: CS(=O)(=O)Nc1cc(C(O)CNC2CCN(c3ccc(-c4nnnn4CC(=O)O)cc3)CC2)ccc1O. RXN SMILES: [Na+:41].[OH-:40].[OH:1][CH:2]([CH2:3][NH:4][CH:5]1[CH2:6][CH2:7][N:8]([c:11]2[cH:12][cH:13][c:14](-[c:17]3[n:18][n:19][n:20][n:21]3[CH2:22][C:23](=[O:24])[O:25][CH2:26][CH3:27])[cH:15][cH:16]2)[CH2:9][CH2:10]1)[c:28]1[cH:29][c:30]([NH:35][S:36](=[O:37])(=[O:38])[CH3:39])[c:31]([OH:34])[cH:32][cH:33]1>>[OH:1][CH:2]([CH2:3][NH:4][CH:5]1[CH2:6][CH2:7][N:8]([c:11]2[cH:12][cH:13][c:14](-[c:17]3[n:18][n:19][n:20][n:21]3[CH2:22][C:23](=[O:24])[OH:25])[cH:15][cH:16]2)[CH2:9][CH2:10]1)[c:28]1[cH:29][c:30]([NH:35][S:36](=[O:37])(=[O:38])[CH3:39])[c:31]([OH:34])[cH:32][cH:33]1. Reactants: C1CCOC1, [H-], N#CN, [Na+], S=C=Nc1cccnc1. The product is N#CNC(=S)Nc1cccnc1. RXN SMILES: [CH2:15]1[O:16][CH2:17][CH2:18][CH2:19]1.[H-:4].[NH2:1][C:2]#[N:3].[Na+:5].[n:6]1[cH:7][c:8]([N:12]=[C:13]=[S:14])[cH:9][cH:10][cH:11]1>>[NH:1]([C:2]#[N:3])[C:13]([NH:12][c:8]1[cH:7][n:6][cH:11][cH:10][cH:9]1)=[S:14].